Dataset: the Open Reaction Database (ORD), a public repository of structured organic reaction records. Task: describe an organic reaction: reactants, conditions, products, and yield The reactants are COc1ccc2ccccc2c1 (substrate), CC(C)(C)[Si](C)(C)Oc1ccc([Li])cc1 (effective_coupling_partner). Reagents/catalysts: SIMes. Run at temperature 25 celsius, time 12 hour. The product is CC(C)(C)[Si](C)(C)Oc3ccc(c2ccc1ccccc1c2)cc3. Reactants: 97, C(Cl)Cl (methylene chloride), C(C1=CC=CC=C1)(=O)NCC(C(=O)OC)C(C)=O (methyl 2-(N-benzoylamino)methyl-3-oxobutanoate), Ru2Cl4. Run in CCN(CC)CC (NEt3). Run at temperature 45 celsius, time 24 hour. Product: C(C1=CC=CC=C1)(=O)NC[C@@H](C(=O)OC)[C@H](C)O (methyl (2R, 3S)-2-(N-benzoylamino)methyl-3-hydroxybutanoate). Isolated yield 90.1%. Reaction SMILES: C(Cl)Cl.[C:4]([NH:12][CH2:13][CH:14]([C:19](=[O:21])[CH3:20])[C:15]([O:17][CH3:18])=[O:16])(=[O:11])[C:5]1[CH:10]=[CH:9][CH:8]=[CH:7][CH:6]=1>CCN(CC)CC>[C:4]([NH:12][CH2:13][C@H:14]([C@@H:19]([OH:21])[CH3:20])[C:15]([O:17][CH3:18])=[O:16])(=[O:11])[C:5]1[CH:6]=[CH:7][CH:8]=[CH:9][CH:10]=1. Procedure details: In a 100 ml-volume autoclave whose atmosphere had been displaced with nitrogen was added a methylene chloride solution of 2.5 g of methyl 2-(N-benzoylamino)methyl-3-oxobutanoate and 84.5 mg (0.05 mmole) of Ru2Cl4 ((-)-BINAP2 (NEt3), and a reaction was conducted by stirring at 45° C. under a hydrogen pressure of 70 kg/cm2 for 24 hours. The reaction mixture was taken out, and the solvent was removed by distillation under reduced pressure of 20 mmHg at 30° C. The residue was purified by silica gel ... Starting materials: C1(=CC=CC=C1)C=1C=NC(=CC1)C (3-phenyl-6-methyl pyridine), C1=CC(=CC(=C1)Cl)C(=O)OO (MCPBA), C(=O)([O-])[O-].[Na+].[Na+] (Na2CO3). The solvent is C(Cl)Cl (CH2Cl2). The product is C1(=CC=CC=C1)C=1C=[N+](C(=CC1)C)[O-] (3-Phenyl-6-methylpyridine N-oxide). Reaction SMILES: [C:1]1([C:7]2[CH:8]=[N:9][C:10]([CH3:13])=[CH:11][CH:12]=2)[CH:6]=[CH:5][CH:4]=[CH:3][CH:2]=1.C1C=C(Cl)C=C(C(OO)=[O:22])C=1.C([O-])([O-])=O.[Na+].[Na+]>C(Cl)Cl>[C:1]1([C:7]2[CH:8]=[N+:9]([O-:22])[C:10]([CH3:13])=[CH:11][CH:12]=2)[CH:2]=[CH:3][CH:4]=[CH:5][CH:6]=1 |f:2.3.4|. Procedure details: A solution of 3-phenyl-6-methyl pyridine (2.36 g, 13.95 mmol), in CH2Cl2 (40 mL) at 0° C. was treated with MCPBA (3.58 g, 13.95 mmol) for 1 hour. Saturated aq. Na2CO3 (50 mL) was added and the reaction was extracted with CH2Cl2 (20 mL). The organic extracts were dried (MgSO4), and the solvent evaporated in vacuo to afford the title compound.